Dataset: the Open Reaction Database (ORD), a public repository of structured organic reaction records. Task: describe an organic reaction: reactants, conditions, products, and yield Starting materials: CC(=O)Nc1cc(C)c(C(=O)CBr)cc1C, CC[SiH](CC)CC, O=C(O)C(F)(F)F. Yields the product CC(=O)Nc1cc(C)c(CCBr)cc1C. Reaction SMILES: [Br:8][CH2:9][C:10](=[O:11])[c:12]1[cH:13][c:14]([CH3:23])[c:15]([NH:19][C:20]([CH3:21])=[O:22])[cH:16][c:17]1[CH3:18].[CH2:1]([SiH:2]([CH2:3][CH3:4])[CH2:5][CH3:6])[CH3:7].[OH:24][C:25]([C:26]([F:27])([F:28])[F:29])=[O:30]>>[Br:8][CH2:9][CH2:10][c:12]1[cH:13][c:14]([CH3:23])[c:15]([NH:19][C:20]([CH3:21])=[O:22])[cH:16][c:17]1[CH3:18]. The reactants are CC1=CC=C(C=C1)S(=O)(=O)OCCC=1N=CC2=CC(=CC=C2C1)Br (2-(7-bromo-3-isoquinolinyl)ethyl 4-methylbenzenesulfonate), C[C@H]1NCCC1 ((2R)-2-methylpyrrolidine), C([O-])([O-])=O.[K+].[K+] (potassium carbonate). The solvent is C(C)#N (acetonitrile). Conditions: temperature 52.5 celsius. Yields the product BrC1=CC=C2C=C(N=CC2=C1)CCN1[C@@H](CCC1)C (7-bromo-3-{2-[(2R)-2-methyl-1-pyrrolidinyl]ethyl}isoquinoline). Reaction SMILES: CC1C=CC(S(O[CH2:12][CH2:13][C:14]2[N:15]=[CH:16][C:17]3[C:22]([CH:23]=2)=[CH:21][CH:20]=[C:19]([Br:24])[CH:18]=3)(=O)=O)=CC=1.[CH3:25][C@@H:26]1[CH2:30][CH2:29][CH2:28][NH:27]1.C(=O)([O-])[O-].[K+].[K+]>C(#N)C>[Br:24][C:19]1[CH:18]=[C:17]2[C:22]([CH:23]=[C:14]([CH2:13][CH2:12][N:27]3[CH2:28][CH2:29][CH2:30][C@H:26]3[CH3:25])[N:15]=[CH:16]2)=[CH:21][CH:20]=1 |f:2.3.4|. Procedure: The product from Example 52F was dissolved in a solution of (2R)-2-methylpyrrolidine (0.26 g, 3.0 mmol) in acetonitrile (20 mL). The solution was treated with potassium carbonate (0.5 g, 3.6 mmol) and heated at 50-55° C. for 20 hours in a sealed flask. The mixture was allowed to cool to room temperature, filtered, and the filtrate was concentrated in vacuo. The residue was diluted with MTBE (20 mL) and water (20 mL) and the pH was adjusted to 3-3.5 with concentrated HCl. The aqueous layer was se... Reactants: Brc1cnccc1C1CCO1, O=C([O-])[O-], CCOC(C)=O, CC1(C)OB(c2ccc(C#N)c(Cl)c2)OC1(C)C, [Na+], [Na+], CN(C)C=O. Yields the product N#Cc1ccc(-c2cnccc2C2CCO2)cc1Cl. Reaction SMILES: [Br:19][c:20]1[cH:21][n:22][cH:23][cH:24][c:25]1[CH:26]1[O:27][CH2:28][CH2:29]1.[C:30](=[O:31])([O-:32])[O-:33].[CH3:41][CH2:42][O:43][C:44]([CH3:45])=[O:46].[Cl:1][c:2]1[c:3]([C:4]#[N:5])[cH:6][cH:7][c:8]([B:10]2[O:11][C:12]([CH3:13])([CH3:14])[C:15]([CH3:16])([CH3:17])[O:18]2)[cH:9]1.[Na+:34].[Na+:35].[O:36]=[CH:37][N:38]([CH3:39])[CH3:40]>>[Cl:1][c:2]1[c:3]([C:4]#[N:5])[cH:6][cH:7][c:8](-[c:20]2[cH:21][n:22][cH:23][cH:24][c:25]2[CH:26]2[O:27][CH2:28][CH2:29]2)[cH:9]1.